This data is from the Open Reaction Database (ORD), a public repository of structured organic reaction records. The task is: describe an organic reaction: reactants, conditions, products, and yield The reactants are C(C)(C)N(C(CCl)=O)CC(OCC)OCC (N-Isopropyl-N-(2,2-diethoxyethyl)-α-chloroacetamide), C([O-])([O-])=O.[Na+].[Na+] (sodium carbonate), propandiol-1,2, C=1(C(=CC=CC1)S(=O)(=O)O)C (toluenesulfonic acid). Run in C(C)O (ethanol). The product is C(C#C)N(C(CCl)=O)CC1OCCO1 (N-propargyl-N-(1,3-dioxolan-2-ylmethyl)-α-chloroacetamide). RXN SMILES: [CH:1]([N:4]([CH2:9][CH:10]([O:14][CH2:15][CH3:16])[O:11]CC)[C:5](=[O:8])[CH2:6][Cl:7])([CH3:3])C.[C:17]1(C)C(S(O)(=O)=O)=CC=CC=1.C(=O)([O-])[O-].[Na+].[Na+]>C(O)C>[CH2:1]([N:4]([CH2:9][CH:10]1[O:11][CH2:16][CH2:15][O:14]1)[C:5](=[O:8])[CH2:6][Cl:7])[C:3]#[CH:17] |f:2.3.4|. Reported procedure: N-Isopropyl-N-(2,2-diethoxyethyl)-α-chloroacetamide (10 grams), propandiol-1,2 (2.9 ml) and trace amounts of toluenesulfonic acid were charged into a glass reaction vessel equipped with a mechanical stirrer, thermometer and reflux condenser. The reaction mixture was heated at reflux until no more ethanol was given off. After this time sodium carbonate (1 gram) was added to the mixture with stirring and the resulting mixture was distilled to yield the desired product N-propargyl-N-(1,3-dioxolan-2... Starting materials: C, CCO, CCn1cccc1C=CC1(C)COC(=O)N1, [Pd]. The product is CCn1cccc1CCC1(C)COC(=O)N1. As a reaction SMILES: [C:20].[CH3:17][CH2:18][OH:19].[CH3:1][C:2]1([CH:8]=[CH:9][c:10]2[n:11]([CH2:15][CH3:16])[cH:12][cH:13][cH:14]2)[NH:3][C:4](=[O:7])[O:5][CH2:6]1.[Pd:21]>>[CH3:1][C:2]1([CH2:8][CH2:9][c:10]2[n:11]([CH2:15][CH3:16])[cH:12][cH:13][cH:14]2)[NH:3][C:4](=[O:7])[O:5][CH2:6]1. Starting materials: C(C(C)C)I (isobutyl iodide), C(C)(=O)OCC.CCCCCC (ethyl acetate hexane), [H-].[Na+] (sodium hydride), [N+](=O)([O-])C1=CC=C(C=C1)C12C(NC(C(C1)C2)=O)=O (1-(4-nitrophenyl)-3-azabicyclo[3.1.1]heptane-2,4-dione). Solvent: CN(C=O)C (N,N-dimethylformamide), CN(C=O)C (N,N-dimethylformamide), CN(C=O)C (N,N-dimethylformamide). Run at time 30 minute. The product is C(C(C)C)N1C(C2(CC(C1=O)C2)C2=CC=C(C=C2)[N+](=O)[O-])=O (3-isobutyl-1-(4-nitrophenyl)-3-azabicyclo[3.1.1]heptane-2,4-dione). Reaction SMILES: [H-].[Na+].[N+:3]([C:6]1[CH:11]=[CH:10][C:9]([C:12]23[CH2:18][CH:16]([CH2:17]2)[C:15](=[O:19])[NH:14][C:13]3=[O:20])=[CH:8][CH:7]=1)([O-:5])=[O:4].[CH2:21](I)[CH:22]([CH3:24])[CH3:23].C(OCC)(=O)C.CCCCCC>CN(C)C=O>[CH2:21]([N:14]1[C:15](=[O:19])[CH:16]2[CH2:17][C:12]([C:9]3[CH:8]=[CH:7][C:6]([N+:3]([O-:5])=[O:4])=[CH:11][CH:10]=3)([CH2:18]2)[C:13]1=[O:20])[CH:22]([CH3:24])[CH3:23] |f:0.1,4.5|. Procedure details: 0.36 g of sodium hydride is added to a solution of 2.46 g of 1-(4-nitrophenyl)-3-azabicyclo[3.1.1]heptane-2,4-dione in 25 ml of N,N-dimethylformamide and the whole is stirred at room temperature for 30 minutes. 2.76 g of isobutyl iodide dissolved in 10 ml of N,N-dimethylformamide are then added dropwise thereto. When the reaction is complete, the reaction mixture is freed of N,N-dimethylformamide. The residue is partitioned between ethyl acetate and water, and the organic phase is dried over mag... Starting materials: COC([C@H](CC=O)N1CCN(CCC1=O)C1=CC(=C(C=C1)Cl)Cl)=O ((S)-2-[4-(3,4-dichloro-phenyl)-7-oxo-[1,4]diazepan-1-yl]-4-oxo-butyric acid methyl ester), C1CC12[C@@H](CNCC2)O ((S)-6-aza-spiro[2.5]octan-4-ol). Product: Cl (hydrochloride), COC([C@H](CCN1C[C@H](C2(CC2)CC1)O)N1CCN(CCC1=O)C1=CC(=C(C=C1)Cl)Cl)=O ((S)-2-[4-(3,4-Dichloro-phenyl)-7-oxo-[1,4]diazepan-1-yl]-4-((S)-4-hydroxy-6-aza-spiro[2.5]oct-6-yl)-butyric acid methyl ester). Reaction SMILES: [CH3:1][O:2][C:3](=[O:24])[C@@H:4]([N:8]1[C:14](=[O:15])[CH2:13][CH2:12][N:11]([C:16]2[CH:21]=[CH:20][C:19]([Cl:22])=[C:18]([Cl:23])[CH:17]=2)[CH2:10][CH2:9]1)[CH2:5][CH:6]=O.[CH2:25]1[C:27]2([CH2:32][CH2:31][NH:30][CH2:29][C@H:28]2[OH:33])[CH2:26]1>>[ClH:22].[CH3:1][O:2][C:3](=[O:24])[C@@H:4]([N:8]1[C:14](=[O:15])[CH2:13][CH2:12][N:11]([C:16]2[CH:21]=[CH:20][C:19]([Cl:22])=[C:18]([Cl:23])[CH:17]=2)[CH2:10][CH2:9]1)[CH2:5][CH2:6][N:30]1[CH2:31][CH2:32][C:27]2([CH2:25][CH2:26]2)[C@H:28]([OH:33])[CH2:29]1. Procedure: In analogy to the procedure described for example 1E, (S)-2-[4-(3,4-dichloro-phenyl)-7-oxo-[1,4]diazepan-1-yl]-4-oxo-butyric acid methyl ester and (S)-6-aza-spiro[2.5]octan-4-ol; hydrochloride (intermediate 2) gave the title compound in 60% yield as light yellow foam. MS: 484.3 (MH+, 2Cl). The reactants are C(C)OC(=O)NC1=C(CCCC1)C(=O)OCC (ethyl 2-[(ethoxycarbonyl)amino]-1-cyclohexene-1-carboxylate), C[O-].[Na+] (sodium methoxide). The product is NC1=C(CCCC1)C(=O)OC (methyl 2-amino-1-cyclohexene-1-carboxylate). Yield: 77.1%. Reaction SMILES: C(OC([NH:6][C:7]1[CH2:12][CH2:11][CH2:10][CH2:9][C:8]=1[C:13]([O:15][CH2:16]C)=[O:14])=O)C.C[O-].[Na+]>>[NH2:6][C:7]1[CH2:12][CH2:11][CH2:10][CH2:9][C:8]=1[C:13]([O:15][CH3:16])=[O:14] |f:1.2|. Procedure details: Using the method of Example 1 Part B, ethyl 2-[(ethoxycarbonyl)amino]-1-cyclohexene-1-carboxylate (158 g, 0.66 mole) was reacted with sodium methoxide to provide 79 g of methyl 2-amino-1-cyclohexene-1-carboxylate as a white solid. Reactants: CCOc1c(NC(C)(C)CC)c(=O)c1=O, CC#N, NCc1ccc(F)cc1F. Product: CCC(C)(C)Nc1c(NCc2ccc(F)cc2F)c(=O)c1=O. Reaction SMILES: [CH2:1]([O:2][c:4]1[c:5](=[O:15])[c:6](=[O:14])[c:7]1[NH:8][C:9]([CH2:10][CH3:11])([CH3:12])[CH3:13])[CH3:3].[CH3:26][C:27]#[N:28].[F:16][c:17]1[c:18]([CH2:19][NH2:20])[cH:21][cH:22][c:23]([F:25])[cH:24]1>>[c:4]1([NH:20][CH2:19][c:18]2[c:17]([F:16])[cH:24][c:23]([F:25])[cH:22][cH:21]2)[c:5](=[O:15])[c:6](=[O:14])[c:7]1[NH:8][C:9]([CH2:10][CH3:11])([CH3:12])[CH3:13]. Yields the product CC(=O)C=CCCSc1ccccc1C. The reactants are Cc1ccccc1, CC(=O)CC(O)CCSc1ccccc1C, Cc1ccc(S(=O)(=O)O)cc1. Reaction SMILES: [CH3:28][c:29]1[cH:30][cH:31][cH:32][cH:33][cH:34]1.[OH:1][CH:2]([CH2:3][C:4]([CH3:5])=[O:6])[CH2:7][CH2:8][S:9][c:10]1[c:11]([CH3:16])[cH:12][cH:13][cH:14][cH:15]1.[c:17]1([CH3:18])[cH:19][cH:20][c:21]([S:22]([OH:23])(=[O:24])=[O:25])[cH:26][cH:27]1>>[CH:2](=[CH:3][C:4]([CH3:5])=[O:6])[CH2:7][CH2:8][S:9][c:10]1[c:11]([CH3:16])[cH:12][cH:13][cH:14][cH:15]1. Starting materials: C(C)N1CCNCC1 (N-ethylpiperazine), C(C)OC=1C(C(C1OCC)=O)=O (3,4-diethoxy-3-cyclobutene-1,2-dione). Run in CCOCC (ether). Product: C(C)OC=1C(C(C1N1CCN(CC1)CC)=O)=O (3-Ethoxy-4-(4-ethyl-1-piperazinyl)-3-cyclobutene-1,2-dione). The yield is 47.0%. RXN SMILES: [CH2:1]([N:3]1[CH2:8][CH2:7][NH:6][CH2:5][CH2:4]1)[CH3:2].C(O[C:12]1[C:13](=[O:20])[C:14](=[O:19])[C:15]=1[O:16][CH2:17][CH3:18])C>CCOCC>[CH2:17]([O:16][C:15]1[C:14](=[O:19])[C:13](=[O:20])[C:12]=1[N:6]1[CH2:7][CH2:8][N:3]([CH2:1][CH3:2])[CH2:4][CH2:5]1)[CH3:18]. Procedure: A solution of N-ethylpiperazine (1.529 g) and 3,4-diethoxy-3-cyclobutene-1,2-dione (2.29 g) in ether (40 mL) was stirred at ambient temperature for 16 hours. The precipitated solid was collected by filtration to obtain the title compound (1.5 g) as a white solid. This material was used in Example 2 without further purification. Starting materials: Cl.NN1C=NC(=C1)C (1-amino-4-methylimidazole hydrochloride), OC1=C(C=C(C=O)C=C1C(C)(C)C)C(C)(C)C (4-hydroxy-3,5-di-tert.-butylbenzaldehyde). The solvent is C(C)O (ethanol). Reaction conditions: time 8 hour. The product is OC1=C(C=C(C=NN2C=NC(=C2)C)C=C1C(C)(C)C)C(C)(C)C (1-(4-hydroxy-3,5-di-tert.-butylbenzylideneamino)-4-methylimidazole). RXN SMILES: Cl.[NH2:2][N:3]1[CH:7]=[C:6]([CH3:8])[N:5]=[CH:4]1.[OH:9][C:10]1[C:17]([C:18]([CH3:21])([CH3:20])[CH3:19])=[CH:16][C:13]([CH:14]=O)=[CH:12][C:11]=1[C:22]([CH3:25])([CH3:24])[CH3:23]>C(O)C>[OH:9][C:10]1[C:17]([C:18]([CH3:20])([CH3:19])[CH3:21])=[CH:16][C:13]([CH:14]=[N:2][N:3]2[CH:7]=[C:6]([CH3:8])[N:5]=[CH:4]2)=[CH:12][C:11]=1[C:22]([CH3:25])([CH3:24])[CH3:23] |f:0.1|. Reported procedure: 3.5 g of 1-amino-4-methylimidazole hydrochloride are dissolved in 200 ml of ethanol. 6.2 g of 4-hydroxy-3,5-di-tert.-butylbenzaldehyde are added and the mixture is stirred at room temperature overnight. The solution obtained is then evaporated in a vacuum. The residue is treated with 150 ml of methylene chloride and 150 ml of water, stirred and saturated sodium bicarbonate solution is added up to a neutral reaction (pH=7). The methylene chloride phase is separated and the aqueous phase is extrac...